From a dataset of the Open Reaction Database (ORD), a public repository of structured organic reaction records. describe an organic reaction: reactants, conditions, products, and yield Reactants: COc1ccc(C(=O)O)cc1N, FC(F)(F)c1cc(Cl)nc(-c2cnccn2)n1. Yields the product COc1ccc(C(=O)O)cc1Nc1cc(C(F)(F)F)nc(-c2cnccn2)n1. As a reaction SMILES: [C:18](=[O:19])([OH:20])[c:21]1[cH:22][cH:23][c:24]([O:28][CH3:29])[c:25]([NH2:26])[cH:27]1.[Cl:1][c:2]1[n:3][c:4](-[c:12]2[n:13][cH:14][cH:15][n:16][cH:17]2)[n:5][c:6]([C:8]([F:9])([F:10])[F:11])[cH:7]1>>[c:2]1([NH:26][c:25]2[c:24]([O:28][CH3:29])[cH:23][cH:22][c:21]([C:18](=[O:19])[OH:20])[cH:27]2)[n:3][c:4](-[c:12]2[n:13][cH:14][cH:15][n:16][cH:17]2)[n:5][c:6]([C:8]([F:9])([F:10])[F:11])[cH:7]1. Starting materials: C(=O)O (HCOOH), ClC1=C(C=CC(=C1)O)C(C(C(F)(F)F)(O)C1=CC2=C(N(C(N2C)=O)C)C=C1)C (5-[2-(2-Chloro-4-hydroxy-phenyl)-1-hydroxy-1-trifluoromethyl-propyl]-1,3-dimethyl-1,3-dihydro-benzoimidazol-2-one), FC=1C=C(C#N)C=CC1F (3,4-difluorobenzonitrile), C(=O)([O-])[O-].[Cs+].[Cs+] (Cs2CO3). The solvent is CN(C)C=O (DMF). The product is ClC=1C=C(OC2=C(C=C(C#N)C=C2)F)C=CC1C(C(C(F)(F)F)(O)C1=CC2=C(N(C(N2C)=O)C)C=C1)C (4-{3-Chloro-4-[2-(1,3-dimethyl-2-oxo-2,3-dihydro-1H-benzoimidazol-5-yl)-3,3,3-trifluoro-2-hydroxy-1-methyl-propyl]-phenoxy}-3-fluoro-benzonitrile). RXN SMILES: [Cl:1][C:2]1[CH:7]=[C:6]([OH:8])[CH:5]=[CH:4][C:3]=1[CH:9]([CH3:28])[C:10]([C:16]1[CH:27]=[CH:26][C:19]2[N:20]([CH3:25])[C:21](=[O:24])[N:22]([CH3:23])[C:18]=2[CH:17]=1)([OH:15])[C:11]([F:14])([F:13])[F:12].[F:29][C:30]1[CH:31]=[C:32]([CH:35]=[CH:36][C:37]=1F)[C:33]#[N:34].C([O-])([O-])=O.[Cs+].[Cs+].C(O)=O>CN(C=O)C>[Cl:1][C:2]1[CH:7]=[C:6]([CH:5]=[CH:4][C:3]=1[CH:9]([CH3:28])[C:10]([C:16]1[CH:27]=[CH:26][C:19]2[N:20]([CH3:25])[C:21](=[O:24])[N:22]([CH3:23])[C:18]=2[CH:17]=1)([OH:15])[C:11]([F:12])([F:13])[F:14])[O:8][C:37]1[CH:36]=[CH:35][C:32]([C:33]#[N:34])=[CH:31][C:30]=1[F:29] |f:2.3.4|. Reported procedure: A mixture of 5-[2-(2-chloro-4-hydroxy-phenyl)-1-hydroxy-1-trifluoromethyl-propyl]-1,3-dimethyl-1,3-dihydro-benzoimidazol-2-one (Example 85, 25 mg), 3,4-difluorobenzonitrile (CAS Reg. No. 64248-62-0, 10 mg), and Cs2CO3 (59 mg) in DMF (1 ml) was heated in a microwave oven at 120° C. for 30 min. The mixture was acidified with HCOOH and then purified by prep. HPLC (C18-column, solvent gradient 30-98%) to give the title compound (19 mg) as a colorless oil. MS (m/e)=534.1 [M+H+]. Conditions: temperature 110 celsius, time 18 hour. The product is NC1=NC=NC(=C1C#N)N[C@@H](C)C1=NC2=C(N1C1CCCC1)C=CC=C2S(=O)(=O)C (4-amino-6-(((1S)-1-(1-cyclopentyl-4-(methylsulfonyl)-1H-benzimidazol-2-yl)ethyl)amino)-5-pyrimidinecarbonitrile). Reported procedure: A mixture of 4-amino-6-(((1S)-1-(7-(methylsulfonyl)-1H-benzimidazol-2-yl)-ethyl)amino)-5-pyrimidinecarbonitrile (110 mg, 0.31 mmol) and cesium carbonate (100 mg, 0.31 mmol) was stirred at rt for 30 min in DMF (2 mL). At this time bromocyclopentane (92 μL, 0.62 mmol) was added. The mixture was stirred at 110° C. in a sealed flask for 18 h. The mixture was cooled to rt and concentrated under reduced pressure. Purification of the residue by flash chromatography over silica gel, using 0 to 10% gradi... The reactants are NC1=NC=NC(=C1C#N)N[C@@H](C)C1=NC2=C(N1)C(=CC=C2)S(=O)(=O)C (4-amino-6-(((1S)-1-(7-(methylsulfonyl)-1H-benzimidazol-2-yl)-ethyl)amino)-5-pyrimidinecarbonitrile), C([O-])([O-])=O.[Cs+].[Cs+] (cesium carbonate), BrC1CCCC1 (bromocyclopentane). RXN SMILES: [NH2:1][C:2]1[C:7]([C:8]#[N:9])=[C:6]([NH:10][C@H:11]([C:13]2[NH:17][C:16]3[C:18]([S:22]([CH3:25])(=[O:24])=[O:23])=[CH:19][CH:20]=[CH:21][C:15]=3[N:14]=2)[CH3:12])[N:5]=[CH:4][N:3]=1.C(=O)([O-])[O-].[Cs+].[Cs+].Br[CH:33]1[CH2:37][CH2:36][CH2:35][CH2:34]1>CN(C=O)C>[NH2:1][C:2]1[C:7]([C:8]#[N:9])=[C:6]([NH:10][C@H:11]([C:13]2[N:14]([CH:33]3[CH2:37][CH2:36][CH2:35][CH2:34]3)[C:15]3[CH:21]=[CH:20][CH:19]=[C:18]([S:22]([CH3:25])(=[O:24])=[O:23])[C:16]=3[N:17]=2)[CH3:12])[N:5]=[CH:4][N:3]=1 |f:1.2.3|. Run in CN(C)C=O (DMF). Reactants: FC(C(C(=CC(=O)O)C1=CC=C(C=C1)F)=O)(F)F (5,5,5-Trifluoro-3-(4-fluorophenyl)-4-oxo-pent-2-enoic acid), O.NN (hydrazine hydrate). The solvent is ClCCl (dichloromethane), C(C)O (ethanol), C(C)(=O)O (acetic acid). Product: FC1=CC=C(C=C1)C1=CC(NN=C1C(F)(F)F)=O (5-(4-Fluorophenyl)-6-trifluoromethyl-2H-pyridazine-3-one). Yield: 70.2%. As a reaction SMILES: [F:1][C:2]([F:18])([F:17])[C:3](=O)[C:4]([C:9]1[CH:14]=[CH:13][C:12]([F:15])=[CH:11][CH:10]=1)=[CH:5][C:6](O)=[O:7].O.[NH2:20][NH2:21]>C(O)C.C(O)(=O)C.ClCCl>[F:15][C:12]1[CH:13]=[CH:14][C:9]([C:4]2[C:3]([C:2]([F:18])([F:17])[F:1])=[N:21][NH:20][C:6](=[O:7])[CH:5]=2)=[CH:10][CH:11]=1 |f:1.2|. Procedure details: To a stirred solution of 5,5,5-trifluoro-3-(4-fluorophenyl)-4-oxo-pent-2-enoic acid (D5) (1.4 g, 5.3 mmol) in a mixture of ethanol (10 ml) and acetic acid (1 ml), was added hydrazine hydrate (0.49 ml, 9.33 mmol). The reaction mixture was heated at reflux for 16 h, cooled to room temperature, diluted with dichloromethane and then extracted with 0.5 M hydrochloric acid (150 ml). The organic layer was separated, dried (Na2SO4) and the solvent evaporated in vacuo to yield D6 (0.96 g, 70%) as a mixtu... The reactants are BrC=1C=C2C(=CC1)OC=1C=NC(=CC1[C@@]21N=C(OCC1)N)Cl ((5)-7-bromo-3-chloro-5′,6′-dihydrospiro[chromeno[2,3-c]pyridine-5,4′-[1,3]oxazin]-2′-amine), FC1=NC=CC=C1B(O)O (2-fluoropyridin-3-ylboronic acid), CC(C#C)(C)C (3,3-dimethylbut-1-yne). Product: CC(C#CC1=CC2=C(C=N1)OC1=CC=C(C=C1[C@]21N=C(OCC1)N)C=1C(=NC=CC1)F)(C)C ((S)-3-(3,3-dimethylbut-1-ynyl)-7-(2-fluoropyridin-3-yl)-5′,6′-dihydrospiro[chromeno[2,3-c]pyridine-5,4′-[1,3]oxazin]-2′-amine). Reaction SMILES: Br[C:2]1[CH:3]=[C:4]2[C@@:15]3([CH2:20][CH2:19][O:18][C:17]([NH2:21])=[N:16]3)[C:14]3[CH:13]=[C:12](Cl)[N:11]=[CH:10][C:9]=3[O:8][C:5]2=[CH:6][CH:7]=1.[F:23][C:24]1[C:29](B(O)O)=[CH:28][CH:27]=[CH:26][N:25]=1.[CH3:33][C:34]([CH3:38])([CH3:37])[C:35]#[CH:36]>>[CH3:33][C:34]([CH3:38])([CH3:37])[C:35]#[C:36][C:12]1[N:11]=[CH:10][C:9]2[O:8][C:5]3[C:4]([C@@:15]4([CH2:20][CH2:19][O:18][C:17]([NH2:21])=[N:16]4)[C:14]=2[CH:13]=1)=[CH:3][C:2]([C:29]1[C:24]([F:23])=[N:25][CH:26]=[CH:27][CH:28]=1)=[CH:7][CH:6]=3. Procedure: The titled compound was synthesized by steps analogous to those described in method A2 above, but using intermediate 18B, 2-fluoropyridin-3-ylboronic acid and 3,3-dimethylbut-1-yne. MS m/z=443.0 [M+H]+. Calculated for C26H23FN4O2: 442.48